The task is: describe an organic reaction: reactants, conditions, products, and yield. This data is from the Open Reaction Database (ORD), a public repository of structured organic reaction records. Starting materials: BrC=1C=C2C(=C(C(NC2=CC1)=O)C1=CC(=NO1)C)C1=CC=CC=C1 (6-bromo-3-(3-methyl-isoxazol-5-yl)-4-phenyl-1H-quinolin-2-one), [C-]#N.[Na+] (NaCN). The reagents and catalysts are C=1C=CC(=CC1)[P](C=2C=CC=CC2)(C=3C=CC=CC3)[Pd]([P](C=4C=CC=CC4)(C=5C=CC=CC5)C=6C=CC=CC6)([P](C=7C=CC=CC7)(C=8C=CC=CC8)C=9C=CC=CC9)[P](C=1C=CC=CC1)(C=1C=CC=CC1)C=1C=CC=CC1 (Pd(PPh3)4). Run in CC#N (CH3CN). Reaction conditions: temperature 100 celsius. The product is CC1=NOC(=C1)C=1C(NC2=CC=C(C=C2C1C1=CC=CC=C1)C#N)=O (3-(3-Methyl-isoxazol-5-yl)-2-oxo-4-phenyl-1,2-dihydro-quinoline-6-carbonitrile). As a reaction SMILES: Br[C:2]1[CH:3]=[C:4]2[C:9](=[CH:10][CH:11]=1)[NH:8][C:7](=[O:12])[C:6]([C:13]1[O:17][N:16]=[C:15]([CH3:18])[CH:14]=1)=[C:5]2[C:19]1[CH:24]=[CH:23][CH:22]=[CH:21][CH:20]=1.[C-:25]#[N:26].[Na+]>C1C=CC([P]([Pd]([P](C2C=CC=CC=2)(C2C=CC=CC=2)C2C=CC=CC=2)([P](C2C=CC=CC=2)(C2C=CC=CC=2)C2C=CC=CC=2)[P](C2C=CC=CC=2)(C2C=CC=CC=2)C2C=CC=CC=2)(C2C=CC=CC=2)C2C=CC=CC=2)=CC=1.CC#N>[CH3:18][C:15]1[CH:14]=[C:13]([C:6]2[C:7](=[O:12])[NH:8][C:9]3[C:4]([C:5]=2[C:19]2[CH:24]=[CH:23][CH:22]=[CH:21][CH:20]=2)=[CH:3][C:2]([C:25]#[N:26])=[CH:11][CH:10]=3)[O:17][N:16]=1 |f:1.2,^1:31,33,52,71|. Procedure: A flask was charged with 6-bromo-3-(3-methyl-isoxazol-5-yl)-4-phenyl-1H-quinolin-2-one (30 mg, 0.077 mmol)(example 39), Pd(PPh3)4 (5 mg, 5 mol %), NaCN (8 mg, 0.16 mmol), Cul (1.5 mg, 10 mol %), and 0.7 mL CH3CN and heated in a sealed tube in a microwave reactor at 100° C. for 1 hr. The title compound was obtained by elution from a 10 g SPE with 50% EtAc/hex to give 13 mg (50%) of a white solid. 1H NMR (400 MHz, CD3OD) δ 7.78 (dd, 1H), 7.50 (m, 5H), 7.28 (m, 2H), 6.42 (s, 1H), 2.20 (s, 3H). Mass... The reactants are O=C1CCCCC=2OC=C(C21)C(=O)OCC (ethyl 4-oxo-5,6,7,8-tetrahydro-4H-cyclohepta[b]furan-3-carboxylate), C(C)(=O)[O-].[NH4+] (ammonium acetate). The solvent is CN(C=O)C (N,N-dimethylformamide). Conditions: temperature 115 celsius. Yields the product O=C1CCCCC=2NC=C(C21)C(=O)OCC (ethyl 4-oxo-1,4,5,6,7,8-hexahydro-cyclohepta[b]pyrrole-3-carboxylate). The yield is 50.7%. Reaction SMILES: [O:1]=[C:2]1[C:11]2[C:10]([C:12]([O:14][CH2:15][CH3:16])=[O:13])=[CH:9]O[C:7]=2[CH2:6][CH2:5][CH2:4][CH2:3]1.C([O-])(=O)C.[NH4+:21]>CN(C)C=O>[O:1]=[C:2]1[C:11]2[C:10]([C:12]([O:14][CH2:15][CH3:16])=[O:13])=[CH:9][NH:21][C:7]=2[CH2:6][CH2:5][CH2:4][CH2:3]1 |f:1.2|. Reported procedure: A mixture of ethyl 4-oxo-5,6,7,8-tetrahydro-4H-cyclohepta[b]furan-3-carboxylate (3.48 g, 15.7 mmol) and ammonium acetate (2.41 g, 31.3 mmol) in N,N-dimethylformamide (25 mL) was heated at 115° C. for 6 hours. The mixture was concentrated in vacuo, ice water was added, then extracted 2× with dichloromethane. The combined organic layers were washed with saturated aqueous sodium bicarbonate then brine, dried over sodium sulfate, filtered through a small pad of Silica gel (1:19 methyl alcohol/dichlo... Starting materials: O=S(=O)(O)Cl, CC(C(=O)N1CCN(c2ccccc2)CC1)N1CCCc2cc(Cl)ccc21. Product: CC(C(=O)N1CCN(c2ccc(S(=O)(=O)Cl)cc2)CC1)N1CCCc2cc(Cl)ccc21. As a reaction SMILES: [Cl:1][S:2](=[O:3])(=[O:4])[OH:5].[Cl:6][c:7]1[cH:8][c:9]2[c:14]([cH:15][cH:16]1)[N:13]([CH:17]([C:18](=[O:19])[N:20]1[CH2:21][CH2:22][N:23]([c:26]3[cH:27][cH:28][cH:29][cH:30][cH:31]3)[CH2:24][CH2:25]1)[CH3:32])[CH2:12][CH2:11][CH2:10]2>>[Cl:1][S:2](=[O:3])(=[O:5])[c:29]1[cH:28][cH:27][c:26]([N:23]2[CH2:22][CH2:21][N:20]([C:18]([CH:17]([N:13]3[CH2:12][CH2:11][CH2:10][c:9]4[cH:8][c:7]([Cl:6])[cH:16][cH:15][c:14]43)[CH3:32])=[O:19])[CH2:25][CH2:24]2)[cH:31][cH:30]1.